This data is from the Open Reaction Database (ORD), a public repository of structured organic reaction records. The task is: describe an organic reaction: reactants, conditions, products, and yield The reactants are ClC=1C=CC(=C(C1)C1=CC(N(C=C1OC)C(C(=O)O)C(C)C)=O)C#N (2-[4-(5-chloro-2-cyanophenyl)-5-methoxy-2-oxopyridin-1(2H)-yl]-3-methylbutanoic acid), NC1=CC=C(C(=O)OC(C)(C)C)C=C1 (tert-butyl 4-aminobenzoate). Product: ClC=1C=CC(=C(C1)C1=CC(N(C=C1OC)C(C(=O)NC1=CC=C(C(=O)OC(C)(C)C)C=C1)C(C)C)=O)C#N (tert-Butyl 4-({2-[4-(5-chloro-2-cyanophenyl)-5-methoxy-2-oxopyridin-1(2H)-yl]-3-methylbutanoyl}amino)benzoate). Reaction SMILES: [Cl:1][C:2]1[CH:3]=[CH:4][C:5]([C:24]#[N:25])=[C:6]([C:8]2[C:13]([O:14][CH3:15])=[CH:12][N:11]([CH:16]([CH:20]([CH3:22])[CH3:21])[C:17](O)=[O:18])[C:10](=[O:23])[CH:9]=2)[CH:7]=1.[NH2:26][C:27]1[CH:39]=[CH:38][C:30]([C:31]([O:33][C:34]([CH3:37])([CH3:36])[CH3:35])=[O:32])=[CH:29][CH:28]=1>>[Cl:1][C:2]1[CH:3]=[CH:4][C:5]([C:24]#[N:25])=[C:6]([C:8]2[C:13]([O:14][CH3:15])=[CH:12][N:11]([CH:16]([CH:20]([CH3:21])[CH3:22])[C:17]([NH:26][C:27]3[CH:39]=[CH:38][C:30]([C:31]([O:33][C:34]([CH3:35])([CH3:36])[CH3:37])=[O:32])=[CH:29][CH:28]=3)=[O:18])[C:10](=[O:23])[CH:9]=2)[CH:7]=1. Procedure: 120 mg (333 μmol) of 2-[4-(5-chloro-2-cyanophenyl)-5-methoxy-2-oxopyridin-1(2H)-yl]-3-methylbutanoic acid (racemate) and 70.7 mg (366 μmol, 1.1 eq.) of tert-butyl 4-aminobenzoate were reacted according to General Method 5A. The crude product was purified by flash chromatography (silica gel 50, cyclohexane/ethyl acetate mixtures). Yield: 134 mg (75% of theory) Product: ClC=1C=C(C=CC1C#N)C1=NN(C=C1)C[C@H](C)NC(=O)C1=CC(=NN1)C(=O)O ((S)-5-(1-(3-(3-chloro-4-cyanophenyl)-1H-pyrazol-1-yl)propan-2-yl-carbamoyl)-1H-pyrazole-3-carboxylic acid). Reactants: O.N1N=C(C=C1C(=O)O)C(=O)O (3,5-pyrazoledicarboxylic acid monohydrate), N[C@H](CN1N=C(C=C1)C1=CC(=C(C#N)C=C1)Cl)C ((S)-4-(1-(2-aminopropyl)-1H-pyrazol-3-yl)-2-chlorobenzonitrile). As a reaction SMILES: O.[NH:2]1[C:6]([C:7]([OH:9])=[O:8])=[CH:5][C:4]([C:10]([OH:12])=O)=[N:3]1.[NH2:13][C@@H:14]([CH3:30])[CH2:15][N:16]1[CH:20]=[CH:19][C:18]([C:21]2[CH:28]=[CH:27][C:24]([C:25]#[N:26])=[C:23]([Cl:29])[CH:22]=2)=[N:17]1>>[Cl:29][C:23]1[CH:22]=[C:21]([C:18]2[CH:19]=[CH:20][N:16]([CH2:15][C@@H:14]([NH:13][C:10]([C:4]3[NH:3][N:2]=[C:6]([C:7]([OH:9])=[O:8])[CH:5]=3)=[O:12])[CH3:30])[N:17]=2)[CH:28]=[CH:27][C:24]=1[C:25]#[N:26] |f:0.1|. Procedure details: The title compound was prepared using the method of Example 54 but starting from 3,5-pyrazoledicarboxylic acid monohydrate (0.60 g; 3.84 mmol) and (S)-4-(1-(2-aminopropyl)-1H-pyrazol-3-yl)-2-chlorobenzonitrile (1.0 g; 3.84 mmol). Crude product was purified by chromatography (CombiFlash, silica column, eluent: 0-100% MeOH/DCM) to obtain 29 mg (36%) of the title compound. 1H-NMR (400 MHz; d6-DMSO): δ 1.14 (s, 3H), 4.30-4.50 (m, 3H), 6.93 (d, 1H), 7.83 (s, 1H), 7.85-8.05 (m, 2H), 8.04 (s, 1H), 8.35... Isolated yield 1.9%. The reactants are [F-].C(CCC)[N+](CCCC)(CCCC)CCCC (Tetrabutylammonium fluoride), CC1(N=C(OC1)C1=C(C=CC=C1OC)C=1C=C2C=CN(C2=CC1)[Si](C(C)C)(C(C)C)C(C)C)C (4,4-dimethyl-2-[2-(1-triisopropylsilylindol-5-yl)-6methoxyphenyl]-2-oxazoline), ice water. The solvent is C1CCOC1 (THF). Conditions: temperature 0 celsius, time 40 minute. Product: CC1(N=C(OC1)C1=C(C=CC=C1OC)C=1C=C2C=CNC2=CC1)C (4,4-dimethyl-2-[2-(indol-5-yl)-6-methoxyphenyl]-2-oxazoline). The yield is 99.9%. Reaction SMILES: [CH3:1][C:2]1([CH3:34])[CH2:6][O:5][C:4]([C:7]2[C:12]([O:13][CH3:14])=[CH:11][CH:10]=[CH:9][C:8]=2[C:15]2[CH:16]=[C:17]3[C:21](=[CH:22][CH:23]=2)[N:20]([Si](C(C)C)(C(C)C)C(C)C)[CH:19]=[CH:18]3)=[N:3]1.[F-].C([N+](CCCC)(CCCC)CCCC)CCC>C1COCC1>[CH3:1][C:2]1([CH3:34])[CH2:6][O:5][C:4]([C:7]2[C:12]([O:13][CH3:14])=[CH:11][CH:10]=[CH:9][C:8]=2[C:15]2[CH:16]=[C:17]3[C:21](=[CH:22][CH:23]=2)[NH:20][CH:19]=[CH:18]3)=[N:3]1 |f:1.2|. Procedure details: 4,4-dimethyl-2-[2-(1-triisopropylsilylindol-5-yl)-6methoxyphenyl]-2-oxazoline (8.5 g, 17.8 mmoles) was dissolved in 300 ml of THF. The solution was cooled to 0° C. Tetrabutylammonium fluoride (17.8 mmoles, 178 ml of 1M in THF) was added dropwise. The reaction was stirred at 0°-4° C. for 40 minutes, poured into ice water, and extracted into ether. The organic phase was dried over sodium sulfate, and the solvent was removed. The reaction produced 5.7 g of 4,4-dimethyl-2-[2-(indol-5-yl)-6-methoxyph... Starting materials: C(=O)(OC(C)(C)C)N[C@H]([C@H](C[C@H](C(=O)O)CC1=C(C(=C(C=C1)OC)C)C)O)CC1=CC=CC=C1 (5(S)-(Boc-amino)-4(S)-hydroxy-6-phenyl-2(R)-[(2,3-dimethyl-4-methoxyphenyl)methyl]hexanoic acid), N1C=NC=C1 (imidazole), C(C)(C)(C)[Si](Cl)(C)C (tert-butyldimethylchlorosilane). The solvent is CN(C)C=O (DMF). Run at time 2.25 hour. The product is C(=O)(OC(C)(C)C)N[C@@H](CC1=CC=CC=C1)[C@@H]1C[C@H](C(O1)=O)CC1=C(C(=C(C=C1)OC)C)C (5(S)-[1(S)-(Boc-Amino)-2-phenylethyl]-3(R)-[(2,3-dimethyl-4-methoxyphenyl)methyl]dihydrofuran-2(3H)-one). Reaction SMILES: [C:1]([NH:8][C@@H:9]([CH2:28][C:29]1[CH:34]=[CH:33][CH:32]=[CH:31][CH:30]=1)[C@@H:10]([OH:27])[CH2:11][C@@H:12]([CH2:16][C:17]1[CH:22]=[CH:21][C:20]([O:23][CH3:24])=[C:19]([CH3:25])[C:18]=1[CH3:26])[C:13]([OH:15])=O)([O:3][C:4]([CH3:7])([CH3:6])[CH3:5])=[O:2].N1C=CN=C1.C([Si](C)(C)Cl)(C)(C)C>CN(C=O)C>[C:1]([NH:8][C@H:9]([C@H:10]1[O:27][C:13](=[O:15])[C@H:12]([CH2:16][C:17]2[CH:22]=[CH:21][C:20]([O:23][CH3:24])=[C:19]([CH3:25])[C:18]=2[CH3:26])[CH2:11]1)[CH2:28][C:29]1[CH:34]=[CH:33][CH:32]=[CH:31][CH:30]=1)([O:3][C:4]([CH3:5])([CH3:7])[CH3:6])=[O:2]. Reported procedure: A solution of 1.153 g (2.445 mmol) of 5(S)-(Boc-amino)-4(S)-hydroxy-6-phenyl-2(R)-[(2,3-dimethyl-4-methoxyphenyl)methyl]hexanoic acid, 1.372 g (20.05 mmol) of imidazole and 1.709 g (11.0 mmol) of tert-butyldimethylchlorosilane in 8.7 ml of abs. DMF is stirred at RT for 18 h under argon. After that, the reaction mixture is poured onto ice-water and the whole is extracted with ethyl acetate. The organic phase is washed with cold 10% citric acid solution and saline. The combined aqueous phases are ... RXN SMILES: [Cl:1][C:2]1[CH:3]=[CH:4][C:5]([O:24][CH3:25])=[C:6]([S:8]([N:11]2[C:16]3[CH:17]=[C:18]([C:21]([OH:23])=O)[CH:19]=[CH:20][C:15]=3[O:14][CH:13]=[CH:12]2)(=[O:10])=[O:9])[CH:7]=1.[NH2:26][C:27]1[CH:32]=[CH:31][CH:30]=[CH:29][CH:28]=1>>[C:27]1([NH:26][C:21]([C:18]2[CH:19]=[CH:20][C:15]3[O:14][CH:13]=[CH:12][N:11]([S:8]([C:6]4[CH:7]=[C:2]([Cl:1])[CH:3]=[CH:4][C:5]=4[O:24][CH3:25])(=[O:9])=[O:10])[C:16]=3[CH:17]=2)=[O:23])[CH:32]=[CH:31][CH:30]=[CH:29][CH:28]=1. Procedure: Reaction of 4-(5-chloro-2-methoxy-benzenesulfonyl)-4H-benzo[1,4]oxazine-6-carboxylic acid with aniline in accordance with the general method of example 30, step 4 produced the title compound. Orange solid, MS (ISP)=455.2 (M−H)−. Starting materials: ClC=1C=CC(=C(C1)S(=O)(=O)N1C=COC2=C1C=C(C=C2)C(=O)O)OC (4-(5-chloro-2-methoxy-benzenesulfonyl)-4H-benzo[1,4]oxazine-6-carboxylic acid), NC1=CC=CC=C1 (aniline). Product: C1(=CC=CC=C1)NC(=O)C=1C=CC2=C(N(C=CO2)S(=O)(=O)C2=C(C=CC(=C2)Cl)OC)C1 (4-(5-Chloro-2-methoxy-benzenesulfonyl)-4H-benzo[1,4]oxazine-6-carboxylic acid phenylamide).